From a dataset of the Open Reaction Database (ORD), a public repository of structured organic reaction records. describe an organic reaction: reactants, conditions, products, and yield Starting materials: CCOC(=O)Cc1ccc(Cl)cc1, CN(C)P(=O)(N(C)C)N(C)C, CN(C)P(=O)(N(C)C)N(C)C, CC(C)[N-]C(C)C, ICC1CCCC1, [Li+], C1CCOC1. Product: CCOC(=O)C(CC1CCCC1)c1ccc(Cl)cc1. Reaction SMILES: [CH2:9]([CH3:10])[O:11][C:12]([CH2:13][c:14]1[cH:15][cH:16][c:17]([Cl:20])[cH:18][cH:19]1)=[O:21].[CH3:29][N:30]([CH3:31])[P:32]([N:33]([CH3:34])[CH3:35])([N:36]([CH3:37])[CH3:38])=[O:39].[CH3:45][N:46]([P:47]([N:48]([CH3:49])[CH3:50])([N:51]([CH3:52])[CH3:53])=[O:54])[CH3:55].[CH:1]([N-:2][CH:3]([CH3:4])[CH3:5])([CH3:6])[CH3:7].[I:22][CH2:23][CH:24]1[CH2:25][CH2:26][CH2:27][CH2:28]1.[Li+:8].[O:40]1[CH2:41][CH2:42][CH2:43][CH2:44]1>>[CH2:9]([CH3:10])[O:11][C:12]([CH:13]([c:14]1[cH:15][cH:16][c:17]([Cl:20])[cH:18][cH:19]1)[CH2:23][CH:24]1[CH2:25][CH2:26][CH2:27][CH2:28]1)=[O:21]. The product is FC1=C(C(=O)O)C=C(C(=C1C)F)C(=O)C1=NC=CN=C1 (2,4-difluoro-3-methyl-5-(pyrazin-2-ylcarbonyl)benzoic acid). RXN SMILES: [F:1][C:2]1[C:10]([CH3:11])=[C:9]([F:12])[CH:8]=[CH:7][C:3]=1[C:4]([OH:6])=[O:5].CON(C)[C:16]([C:18]1[CH:23]=[N:22][CH:21]=[CH:20][N:19]=1)=[O:17]>>[F:1][C:2]1[C:10]([CH3:11])=[C:9]([F:12])[C:8]([C:16]([C:18]2[CH:23]=[N:22][CH:21]=[CH:20][N:19]=2)=[O:17])=[CH:7][C:3]=1[C:4]([OH:6])=[O:5]. Procedure details: Starting materials: 2,4-difluoro-3-methylbenzoic acid (Intermediate 46) and N-methoxy-N-methylpyrazine-2-carboxamide. Reactants: FC1=C(C(=O)O)C=CC(=C1C)F (2,4-difluoro-3-methylbenzoic acid), FC1=C(C(=O)O)C=CC(=C1C)F (2,4-difluoro-3-methylbenzoic acid), CON(C(=O)C1=NC=CN=C1)C (N-methoxy-N-methylpyrazine-2-carboxamide). The reactants are CC(C(=O)[O-])S (methylthioglycolate), ClC=1C(=C(C=O)C=CC1)F (3-Chloro-2-fluorobenzaldehyde), C(C)NCC (diethylamine). The solvent is O (water), CS(=O)C (DMSO). Run at temperature 70 celsius, time 8 hour. Yields the product ClC1=CC=CC2=C1SC(=C2)C(=O)OC (Methyl 7-chlorobenzo[b]thiophene-2-carboxylate). As a reaction SMILES: [Cl:1][C:2]1[C:3](F)=[C:4]([CH:7]=[CH:8][CH:9]=1)[CH:5]=O.C[CH:12]([SH:16])[C:13]([O-:15])=[O:14].[CH2:17](NCC)C>CS(C)=O.O>[Cl:1][C:2]1[C:3]2[S:16][C:12]([C:13]([O:15][CH3:17])=[O:14])=[CH:5][C:4]=2[CH:7]=[CH:8][CH:9]=1. Procedure details: 3-Chloro-2-fluorobenzaldehyde(1 g, 6.3 mmol) was dissolved in DMSO (10 mL) and treated with methylthioglycolate, followed by diethylamine (0.58 mL, 6.3 mmol). The reaction was heated to 70° C. and stirred overnight. The reaction was allowed to cool down to room temperature and diluted with water (25 mL). The solid that precipitated out of solution was collected by filtration and washed well with water. The solid was then purified by flash chromatography using a gradient of 2 to 20% ethyl acetate...